From a dataset of the Open Reaction Database (ORD), a public repository of structured organic reaction records. describe an organic reaction: reactants, conditions, products, and yield RXN SMILES: [NH2:1][C:2]([C:8]1[CH:13]=[CH:12][CH:11]=[CH:10][CH:9]=1)([CH3:7])[C:3](OC)=[O:4].[BH4-].[Na+]>CCO>[NH2:1][C:2]([C:8]1[CH:13]=[CH:12][CH:11]=[CH:10][CH:9]=1)([CH3:7])[CH2:3][OH:4] |f:1.2|. The product is NC(CO)(C)C1=CC=CC=C1 ((RS)-2-Amino-2-phenylpropan-1-ol). Reported procedure: The product of Example 449G (0.58 g, 3.2 mmol) and sodium borohydride (0.12 g, 3.2 mmol) in 75% aqueous EtOH (7.6 mL) were refluxed for 1.5 hours. The reaction mixture was concentrated and the residue was diluted with water (15 mL) and extracted with ethyl acetate (2×25 mL). The organic layer was washed with water (2×10 mL) and brine, dried over MgSO4, concentrated to give the title compound as colorless viscous oil, which later crystallized (0.27 g, 55%). 1H-NMR (300 MHz, CDCl3) δ ppm: 1.46 (s,... The solvent is CCO (EtOH). The reactants are NC(C(=O)OC)(C)C1=CC=CC=C1 ((RS)-Methyl 2-amino-2-phenylpropanoate), [BH4-].[Na+] (sodium borohydride). Reactants: CCc1cc2c(=O)n(CC(=O)c3ccc(OC)cc3)c(=O)n(Cc3ccc(-c4ccccc4-c4noc(=O)[nH]4)cc3)c2s1, CCO, ClC(Cl)Cl, Cl, Cl, CON, O, c1ccncc1. The product is CCc1cc2c(=O)n(CC(=NOC)c3ccc(OC)cc3)c(=O)n(Cc3ccc(-c4ccccc4-c4noc(=O)[nH]4)cc3)c2s1. Reaction SMILES: [CH2:1]([CH3:2])[c:3]1[cH:4][c:5]2[c:6]([n:7]([CH2:24][c:25]3[cH:26][cH:27][c:28](-[c:31]4[c:32](-[c:37]5[n:38][o:39][c:40](=[O:42])[nH:41]5)[cH:33][cH:34][cH:35][cH:36]4)[cH:29][cH:30]3)[c:8](=[O:23])[n:9]([CH2:12][C:13](=[O:14])[c:15]3[cH:16][cH:17][c:18]([O:21][CH3:22])[cH:19][cH:20]3)[c:10]2=[O:11])[s:43]1.[CH3:60][CH2:61][OH:62].[CH:56]([Cl:57])([Cl:58])[Cl:59].[ClH:44].[ClH:54].[NH2:45][O:46][CH3:47].[OH2:55].[cH:48]1[cH:49][cH:50][n:51][cH:52][cH:53]1>>[CH2:1]([CH3:2])[c:3]1[cH:4][c:5]2[c:6]([n:7]([CH2:24][c:25]3[cH:26][cH:27][c:28](-[c:31]4[c:32](-[c:37]5[n:38][o:39][c:40](=[O:42])[nH:41]5)[cH:33][cH:34][cH:35][cH:36]4)[cH:29][cH:30]3)[c:8](=[O:23])[n:9]([CH2:12][C:13]([c:15]3[cH:16][cH:17][c:18]([O:21][CH3:22])[cH:19][cH:20]3)=[N:45][O:46][CH3:47])[c:10]2=[O:11])[s:43]1. Reactants: C(C)(C)(C)OC(CNS(=O)(=O)C1=CC=C(C=C1)OCC1=CC=CC=C1)=O ([4-Benzyloxybenzenesulfonylamino]-acetic acid tert-butyl ester), C(C)(C)(C)OC(CNS(=O)(=O)C1=CC=C(C=C1)OCC1=CC=CC=C1)=O ([4-Benzyloxybenzenesulfonylamino]-acetic acid tert-butyl ester), C([O-])([O-])=O.[Cs+].[Cs+] (cesium carbonate), BrC(CC=C)C (4-bromopentene), [I-].[K+] (potassium iodide), BrC(CC=C)C (4-bromopentene), C([O-])([O-])=O.[Cs+].[Cs+] (cesium carbonate). Solvent: O (water), CN(C=O)C (dimethylformamide). Conditions: temperature 23 celsius, time 24 hour. Product: C(C)(C)(C)OC(CN(CCCC=C)S(=O)(=O)C1=CC=C(C=C1)OCC1=CC=CC=C1)=O ([(4-benzyloxy-benzenesulfonyl)-pent-4-enyl-amino]-acetic acid tert-butyl ester). Isolated yield 83.2%. RXN SMILES: [C:1]([O:5][C:6](=[O:26])[CH2:7][NH:8][S:9]([C:12]1[CH:17]=[CH:16][C:15]([O:18][CH2:19][C:20]2[CH:25]=[CH:24][CH:23]=[CH:22][CH:21]=2)=[CH:14][CH:13]=1)(=[O:11])=[O:10])([CH3:4])([CH3:3])[CH3:2].C(=O)([O-])[O-].[Cs+].[Cs+].Br[CH:34]([CH3:38])[CH2:35][CH:36]=[CH2:37].[I-].[K+]>O.CN(C)C=O>[C:1]([O:5][C:6](=[O:26])[CH2:7][N:8]([S:9]([C:12]1[CH:13]=[CH:14][C:15]([O:18][CH2:19][C:20]2[CH:21]=[CH:22][CH:23]=[CH:24][CH:25]=2)=[CH:16][CH:17]=1)(=[O:11])=[O:10])[CH2:37][CH2:36][CH2:35][CH:34]=[CH2:38])([CH3:4])([CH3:2])[CH3:3] |f:1.2.3,5.6|. Procedure: To a mixture of [4-Benzyloxybenzenesulfonylamino]-acetic acid tert-butyl ester (compound of formula XV, 91 g, 240 mmol), cesium carbonate (86 g, 264 mmol) and dimethylformamide (240 ml) was added 4-bromopentene (39 g, 264 mmol) and potassium iodide (39 g). After stirring at about 23° C. for about 24 hours, the mixture was heated to about 55° C. After stirring for about 4 hours, the mixture was treated with additional 4-bromopentene (3.94 g, 26.4 mmol) and cesium carbonate (8.61 g, 26.4 mmol) and... Reactants: CC1=C(C=O)C=CC(=C1)OC (2-methyl-4-methoxybenzaldehyde), NC=1C=C2[C@H]3[C@@H](N4C2=C(C1)COCC4)CCN(C3)C(=O)OC(C)(C)C (tert-butyl (7bR,11aS)-6-amino-1,2,7b,10,11,11a-hexahydro-4H-[1,4]oxazepino[6,5,4-hi]pyrido[4,3-b]indole-9(8H)-carboxylate). The product is COC1=CC(=C(CNC=2C=C3[C@H]4[C@@H](N5C3=C(C2)COCC5)CCNC4)C=C1)C ((7bR,11aS)-N-(4-methoxy-2-methylbenzyl)-1,2,7b,8,9,10,11,11a-octahydro-4H-[1,4]oxazepino[6,5,4-hi]pyrido[4,3-b]indol-6-amine). As a reaction SMILES: [CH3:1][C:2]1[CH:9]=[C:8]([O:10][CH3:11])[CH:7]=[CH:6][C:3]=1[CH:4]=O.[NH2:12][C:13]1[CH:14]=[C:15]2[C:19]3=[C:20]([CH2:22][O:23][CH2:24][CH2:25][N:18]3[C@H:17]3[CH2:26][CH2:27][N:28](C(OC(C)(C)C)=O)[CH2:29][C@@H:16]23)[CH:21]=1>>[CH3:11][O:10][C:8]1[CH:7]=[CH:6][C:3]([CH2:4][NH:12][C:13]2[CH:14]=[C:15]3[C:19]4=[C:20]([CH2:22][O:23][CH2:24][CH2:25][N:18]4[C@H:17]4[CH2:26][CH2:27][NH:28][CH2:29][C@@H:16]34)[CH:21]=2)=[C:2]([CH3:1])[CH:9]=1. Reported procedure: Using 2-methyl-4-methoxybenzaldehyde and following the procedures described in EXAMPLE 126, tert-butyl (7bR,11aS)-6-amino-1,2,7b,10,11,11a-hexahydro-4H-[1,4]oxazepino[6,5,4-hi]pyrido[4,3-b]indole-9(8H)-carboxylate from EXAMPLE 56, Part B was converted into the title compound of EXAMPLE 137. 1H NMR (CDCl3) δ: 7.21 (d, 1H, J=8.5 Hz), 6.75-6.68 (m, 2H), 6.59 (broad s, 1H), 6.43 (broad s, 1H), 4.58 (ABq, 2H), 4.23-4.16 (m, 1H), 4.16 (s, 2H), 3.78 (s, 3H), 3.68 (app t, 1H), 3.50-3.40 (m, 1H), 3.37-3....